Dataset: the Open Reaction Database (ORD), a public repository of structured organic reaction records. Task: describe an organic reaction: reactants, conditions, products, and yield Reaction SMILES: [Cl:1][c:2]1[c:3]([C:4](=[O:5])[OH:6])[cH:7][c:8]([F:12])[c:9]([Cl:11])[n:10]1.[F:13][c:14]1[cH:15][n:16][cH:17][c:18]([C:20]([OH:21])=[O:22])[cH:19]1>>[Cl:1][c:2]1[c:3]([C:4](=[O:5])[OH:6])[cH:7][c:8]([F:12])[cH:9][n:10]1. Starting materials: O=C(O)c1cc(F)c(Cl)nc1Cl, O=C(O)c1cncc(F)c1. The product is O=C(O)c1cc(F)cnc1Cl.